Dataset: the Open Reaction Database (ORD), a public repository of structured organic reaction records. Task: describe an organic reaction: reactants, conditions, products, and yield Starting materials: C(C)(C)(C)OC(=O)N1CCN(CC1)C=1C(N(N=C(C1C)C1=CC(=C(C=C1)C)F)CC(C)C)=O (4-(4-tert-butoxycarbonyl-1-piperazinyl)-methyl-6-(3-fluoro-4-methylphenyl)-2-isobutyl-2H-pyridazin-3-one), FC=1C=C(C=CC1F)C=1C=C(C(N(N1)CC(C)C)=O)COS(=O)(=O)C (6-(3,4-difluorophenyl)-2-isobutyl-4-methanesulfonyloxymethyl-2H-pyridazin-3-one), N1(CCNCC1)C(=O)OC(C)(C)C (tert-butyl 1-piperazinecarboxylate). The product is C(C)(C)(C)OC(=O)N1CCN(CC1)C=1C(N(N=C(C1C)C1=CC(=C(C=C1)F)F)CC(C)C)=O (4-(4-tert-butoxycarbonyl-1-piperazinyl)-methyl-6-(3,4-difluorophenyl)-2-isobutyl-2H-pyridazin-3-one). The yield is 85.5%. As a reaction SMILES: [C:1]([O:5][C:6]([N:8]1[CH2:13][CH2:12][N:11]([C:14]2[C:15](=[O:33])[N:16]([CH2:29][CH:30]([CH3:32])[CH3:31])[N:17]=[C:18]([C:21]3[CH:26]=[CH:25][C:24](C)=[C:23]([F:28])[CH:22]=3)[C:19]=2[CH3:20])[CH2:10][CH2:9]1)=[O:7])([CH3:4])([CH3:3])[CH3:2].[F:34]C1C=C(C2C=C(COS(C)(=O)=O)C(=O)N(CC(C)C)N=2)C=CC=1F.N1(C(OC(C)(C)C)=O)CCNCC1>>[C:1]([O:5][C:6]([N:8]1[CH2:9][CH2:10][N:11]([C:14]2[C:15](=[O:33])[N:16]([CH2:29][CH:30]([CH3:32])[CH3:31])[N:17]=[C:18]([C:21]3[CH:26]=[CH:25][C:24]([F:34])=[C:23]([F:28])[CH:22]=3)[C:19]=2[CH3:20])[CH2:12][CH2:13]1)=[O:7])([CH3:3])([CH3:2])[CH3:4]. Procedure details: Following the procedure of Example 1 (10), 6-(3,4-difluorophenyl)-2-isobutyl-4-methanesulfonyloxymethyl-2H-pyridazin-3-one and tert-butyl 1-piperazinecarboxylate were reacted to yield the title compound as a yellow oil (yield: 85.5%). The reactants are C1CNCCN1, CCOC(C)=O, N#Cc1ccc2nc(Cl)sc2c1, CN(C)C=O, O. Product: N#Cc1ccc2nc(N3CCNCC3)sc2c1. RXN SMILES: [CH2:13]1[CH2:14][NH:15][CH2:16][CH2:17][NH:18]1.[CH3:20][CH2:21][O:22][C:23](=[O:24])[CH3:25].[Cl:1][c:2]1[s:3][c:4]2[c:5]([n:6]1)[cH:7][cH:8][c:9]([C:11]#[N:12])[cH:10]2.[O:26]=[CH:27][N:28]([CH3:29])[CH3:30].[OH2:19]>>[c:2]1([N:15]2[CH2:14][CH2:13][NH:18][CH2:17][CH2:16]2)[s:3][c:4]2[c:5]([n:6]1)[cH:7][cH:8][c:9]([C:11]#[N:12])[cH:10]2. Starting materials: BrC/C=C/P(OC(C)(C)C)(OC(C)(C)C)=O (di-tert-butyl 3-bromo-trans- 1-propenylphosphonate), [K] (potassium), C(C)OC(=O)ONC(OCC)=O (ethyl N-ethoxycarbonyloxycarbamate), ice water, C(Cl)(Cl)Cl (chloroform). The solvent is CN(C=O)C (N,N-dimethylformamide), C(C)(=O)OCC (ethyl acetate). Conditions: time 10 minute. Yields the product C(C)OC(=O)N(OC(=O)OCC)C/C=C/P(OC(C)(C)C)(OC(C)(C)C)=O (di-tert-butyl 3-(N-ethoxycarbonyl-N-ethoxycarbonyloxyamino)-trans-1-propenylphosphonate). The yield is 39.5%. As a reaction SMILES: Br[CH2:2]/[CH:3]=[CH:4]/[P:5](=[O:16])([O:11][C:12]([CH3:15])([CH3:14])[CH3:13])[O:6][C:7]([CH3:10])([CH3:9])[CH3:8].[K].[CH2:18]([O:20][C:21]([O:23][NH:24][C:25](=[O:29])[O:26][CH2:27][CH3:28])=[O:22])[CH3:19].C(Cl)(Cl)Cl>CN(C)C=O.C(OCC)(=O)C>[CH2:27]([O:26][C:25]([N:24]([CH2:2]/[CH:3]=[CH:4]/[P:5](=[O:16])([O:11][C:12]([CH3:15])([CH3:14])[CH3:13])[O:6][C:7]([CH3:10])([CH3:9])[CH3:8])[O:23][C:21]([O:20][CH2:18][CH3:19])=[O:22])=[O:29])[CH3:28] |^1:16|. Procedure: To a solution of di-tert-butyl 3-bromo-trans- 1-propenylphosphonate (17.1 g.) in dry N,N-dimethylformamide (55 ml.) was added potassium salt of ethyl N-ethoxycarbonyloxycarbamate (11.03 g.). The reaction mixture was stirred for 10 minutes under ice-cooling and for 1.5 hours at ambient temperature. The reaction mixture was poured into ice water (400 ml.) and then the resultant mixture was extracted three times with ethyl acetate (300 ml., 200 ml. and 100 ml.). The combined ethyl acetate layer was... The reactants are [OH-].[Na+] (sodium hydroxide), C(=O)N1CC2=CC=C(C=C2CC1)O (2-formyl-1,2,3,4-tetrahydro-6-hydroxy-isoquinoline), C(Cl)C1CO1 (epichlorohydrin). Solvent: O (water). Yields the product O1C(COC=2C=C3CCN(CC3=CC2)C=O)C1 (6-(2,3-epoxy-propoxy)-2-formyl-1,2,3,4-tetrahydro isoquinoline). Isolated yield 82.8%. Reaction SMILES: [OH-].[Na+].[CH:3]([N:5]1[CH2:14][CH2:13][C:12]2[C:7](=[CH:8][CH:9]=[C:10]([OH:15])[CH:11]=2)[CH2:6]1)=[O:4].[CH2:16]([CH:18]1[O:20][CH2:19]1)Cl>O>[O:20]1[CH2:19][CH:18]1[CH2:16][O:15][C:10]1[CH:11]=[C:12]2[C:7](=[CH:8][CH:9]=1)[CH2:6][N:5]([CH:3]=[O:4])[CH2:14][CH2:13]2 |f:0.1|. Procedure details: A solution of 6.8 g of sodium hydroxide in 90 ml of water is added dropwise over 1 hour to a mixture of 26.6 g of 2-formyl-1,2,3,4-tetrahydro-6-hydroxy-isoquinoline and 42.5 g of epichlorohydrin at 60° C. The reaction mixture is held at this temperature for an additional hour, then allowed to cool and extracted several times with methylene chloride. The organic phase, dried over sodium sulfate, is evaporated and the residue is rubbed with diethyl ether. 29.0 g of 6-(2,3-epoxy-propoxy)-2-formyl-1... The reactants are Nc1nc2nc(SCc3cccc(F)c3F)nc(Cl)c2s1, Cl, COCC(N)CO. Product: COCC(CO)Nc1nc(SCc2cccc(F)c2F)nc2nc(N)sc12. RXN SMILES: [Cl:1][c:2]1[c:3]2[c:4]([n:5][c:6]([S:8][CH2:9][c:10]3[c:11]([F:17])[c:12]([F:16])[cH:13][cH:14][cH:15]3)[n:7]1)[n:18][c:19]([NH2:21])[s:20]2.[ClH:22].[NH2:23][CH:24]([CH2:25][OH:26])[CH2:27][O:28][CH3:29]>>[c:2]1([NH:23][CH:24]([CH2:25][OH:26])[CH2:27][O:28][CH3:29])[c:3]2[c:4]([n:5][c:6]([S:8][CH2:9][c:10]3[c:11]([F:17])[c:12]([F:16])[cH:13][cH:14][cH:15]3)[n:7]1)[n:18][c:19]([NH2:21])[s:20]2. Starting materials: [N+](=O)([O-])C1=C(C=C(C=C1)C1=CC=CC=C1)O (2-nitro 5-phenyl phenol). Reagents/catalysts: [Pd] (Pd/C). The solvent is CO (methanol). Reaction conditions: time 8 hour. Yields the product NC1=C(C=C(C=C1)C1=CC=CC=C1)O (2-amino 5-phenyl phenol). As a reaction SMILES: [N+:1]([C:4]1[CH:9]=[CH:8][C:7]([C:10]2[CH:15]=[CH:14][CH:13]=[CH:12][CH:11]=2)=[CH:6][C:5]=1[OH:16])([O-])=O>CO.[Pd]>[NH2:1][C:4]1[CH:9]=[CH:8][C:7]([C:10]2[CH:15]=[CH:14][CH:13]=[CH:12][CH:11]=2)=[CH:6][C:5]=1[OH:16]. Procedure details: A solution of 2-nitro 5-phenyl phenol (1.2 g, 5.5 mmol) in methanol was treated with 10% Pd/C (1.2 g). The reaction mixture was flushed with hydrogen and allowed to stir overnight. The reaction mixture was filtered through celite and the filtrate was concentrated in vacuo to afford desired (1.01 g, 98%). EI-MS m/z 186 (M+H)+ Reactants: CS(C)=O, O=C1Nc2ccccc2CCC1Cl, [N-]=[N+]=[N-], [N-]=[N+]=[N-], [Na+]. Product: [N-]=[N+]=NC1CCc2ccccc2NC1=O. Reaction SMILES: [CH3:21][S:22]([CH3:23])=[O:24].[Cl:1][CH:2]1[C:3](=[O:13])[NH:4][c:5]2[c:6]([cH:9][cH:10][cH:11][cH:12]2)[CH2:7][CH2:8]1.[N-:15]=[N+:16]=[N-:17].[N-:18]=[N+:19]=[N-:20].[Na+:14]>>[CH:2]1([N:15]=[N+:16]=[N-:17])[C:3](=[O:13])[NH:4][c:5]2[c:6]([cH:9][cH:10][cH:11][cH:12]2)[CH2:7][CH2:8]1.